Dataset: the Open Reaction Database (ORD), a public repository of structured organic reaction records. Task: describe an organic reaction: reactants, conditions, products, and yield Reactants: Br, Br, COc1ccc(OCC2CO2)cc1, CO, Fc1ccc(Cn2c(NC3CCNCC3)nc3ccccc32)cc1, [Na+], [Na+], O=C([O-])[O-], c1ccccc1. Product: COc1ccc(OCC(O)CN2CCC(Nc3nc4ccccc4n3Cc3ccc(F)cc3)CC2)cc1. RXN SMILES: [BrH:14].[BrH:15].[CH3:1][O:2][c:3]1[cH:4][cH:5][c:6]([O:7][CH2:8][CH:9]2[O:10][CH2:11]2)[cH:12][cH:13]1.[CH3:46][OH:47].[F:16][c:17]1[cH:18][cH:19][c:20]([CH2:23][n:24]2[c:25]([NH:33][CH:34]3[CH2:35][CH2:36][NH:37][CH2:38][CH2:39]3)[n:26][c:27]3[c:28]2[cH:29][cH:30][cH:31][cH:32]3)[cH:21][cH:22]1.[Na+:40].[Na+:41].[O-:42][C:43](=[O:44])[O-:45].[cH:48]1[cH:49][cH:50][cH:51][cH:52][cH:53]1>>[CH3:1][O:2][c:3]1[cH:4][cH:5][c:6]([O:7][CH2:8][CH:9]([OH:10])[CH2:11][N:37]2[CH2:36][CH2:35][CH:34]([NH:33][c:25]3[n:24]([CH2:23][c:20]4[cH:19][cH:18][c:17]([F:16])[cH:22][cH:21]4)[c:28]4[c:27]([n:26]3)[cH:32][cH:31][cH:30][cH:29]4)[CH2:39][CH2:38]2)[cH:12][cH:13]1. Reactants: ClC=1C(=NN(C1OC)C)C1=CC(=C(C=C1)OC(C)C)C (4-Chloro-3-(4-isopropoxy-3-methyl-phenyl)-5-methoxy-1-methyl-1H-pyrazole), S(O)(O)(=O)=O (sulfuric acid). Solvent: ice water. The product is ClC=1C(=NN(C1OC)C)C1=CC(=C(C=C1)O)C (4-(4-Chloro-5-methoxy-1-methyl-1H-pyrazol-3-yl)-2-methyl-phenol). Yield: 25.0%. As a reaction SMILES: [Cl:1][C:2]1[C:3]([C:10]2[CH:15]=[CH:14][C:13]([O:16]C(C)C)=[C:12]([CH3:20])[CH:11]=2)=[N:4][N:5]([CH3:9])[C:6]=1[O:7][CH3:8].S(=O)(=O)(O)O>>[Cl:1][C:2]1[C:3]([C:10]2[CH:15]=[CH:14][C:13]([OH:16])=[C:12]([CH3:20])[CH:11]=2)=[N:4][N:5]([CH3:9])[C:6]=1[O:7][CH3:8]. Procedure: A mixture of 4-chloro-3-(4-isopropoxy-3-methyl-phenyl)-5-methoxy-1-methyl-1H-pyrazole (described in Reference Preparation example 111) 5.6 g and 30% aqueous sulfuric acid solution 60 ml was stirred with heating under reflux for 20 hours. Thereto was added ice water 10 ml and the resulting mixture was extracted with ethyl acetate. The organic layer was washed with water, and was dried over anhydrous magnesium sulfate and was then concentrated under reduced pressure. The resulting residue was subj...